Dataset: the Open Reaction Database (ORD), a public repository of structured organic reaction records. Task: describe an organic reaction: reactants, conditions, products, and yield The reactants are C(C)(=O)[O-].[K+] (potassium acetate), BrC1=C(C=O)C=CC=C1 (2-bromobenzaldehyde), N#N (N2), ClCC1=NOC(=C1)C (3-(chloromethyl)-5-methylisoxazole). The reagents and catalysts are [Pd](Cl)Cl (palladium(II) chloride). The solvent is CC(=O)N(C)C (DMA), O (water). Conditions: temperature 130 celsius. Yields the product C(C)(=O)OCC1=NOC(=C1C1=C(C=CC=C1)C=O)C ((4-(2-formylphenyl)-5-methylisoxazol-3-yl)methyl acetate). Yield: 76.9%. As a reaction SMILES: [C:1]([O-:4])(=[O:3])[CH3:2].[K+].Br[C:7]1[CH:14]=[CH:13][CH:12]=[CH:11][C:8]=1[CH:9]=[O:10].N#N.Cl[CH2:18][C:19]1[CH:23]=[C:22]([CH3:24])[O:21][N:20]=1>CC(N(C)C)=O.O.[Pd](Cl)Cl>[C:1]([O:4][CH2:18][C:19]1[C:23]([C:7]2[CH:14]=[CH:13][CH:12]=[CH:11][C:8]=2[CH:9]=[O:10])=[C:22]([CH3:24])[O:21][N:20]=1)(=[O:3])[CH3:2] |f:0.1|. Reported procedure: To a resealable vial was added palladium(II) chloride (4.49 mg, 0.025 mmol), potassium acetate (1.24 g, 12.7 mmol), and 2-bromobenzaldehyde (0.59 mL, 5.07 mmol). The vial was sealed and evacuated/backfilled with N2 (3×) before addition of 3-(chloromethyl)-5-methylisoxazole (1.00 g, 7.60 mmol) as a solution in DMA (25 mL). The vial was then heated to 130° C. overnight. The reaction was cooled to room temperature and diluted with water. The solution was extracted with ether and the combined organi...